Dataset: the Open Reaction Database (ORD), a public repository of structured organic reaction records. Task: describe an organic reaction: reactants, conditions, products, and yield Reactants: 2-(5-{4′-[2-(1-Boc-pyrrolidin-3-yl)-3H-imidazol-4-yl}-biphenyl-4-yl]-11′-imidazol-2-yl)-pyrrolidine-1-carboxylic acid tert-butyl ester, C(C)(C)(C)OC(=O)N1C(CCC1)C=1NC(=CN1)C1=CC=C(C=C1)B1OC(C(O1)(C)C)(C)C (2-{5-[4-(4,4,5,5-tetramethyl-[1,3,2]dioxaborolan-2-yl)-phenyl]-1H-imidazol-2-yl}-pyrrolidine-1-carboxylic acid tert-butyl ester), C(C)(C)(C)OC(=O)N1CC(CC1)C=1NC(=CN1)C1=CC=C(C=C1)Br (3-[5-(4-bromo-phenyl)-1H-imidazol-2-yl]-pyrrolidine-1-carboxylic acid tert-butyl ester), COC(NC(C(C)C)C(=O)N1C2CCC(C1C=1NC(=CN1)C1=CC=C(C=C1)B1OC(C(O1)(C)C)(C)C)C2)=O ([2-methyl-1-(3-{5-[4-(4,4,5,5-tetramethyl-[1,3,2]dioxaborolan-2-yl)-phenyl]-1H-imidazol-2-yl}-2-aza-bicyclo[2.2.1]heptane-2-carbonyl)-propyl]-carbamic acid methyl ester), COC(NC(CC)C(=O)N1C(CCC1)C1=NC2=C(N1)C=C(C=C2)Br)=O ({1-[2-(6-bromo-1H-benzoimidazol-2-yl)-pyrrolidine-1-carbonyl]-propyl}-carbamic acid methyl ester). The product is COC(NC(C(C)C)C(=O)N1C(CCC1)C1=NC2=C(N1)C=C(C=C2)C2=CC=C(C=C2)C=2NC(=NC2)C2N(C1CCC2C1)C(C(C(C)C)NC(=O)OC)=O)=O ((1-{2-[6-(4-{2-[2-(2-Methoxycarbonylamino-3-methyl-butyryl)-2-aza-bicyclo[2.2.1]hept-3-yl]-3H-imidazol-4-yl}-phenyl)-1H-benzoimidazol-2-yl]-pyrrolidine-1-carbonyl}-2-methyl-propyl)-carbamic acid methyl ester). RXN SMILES: [CH3:1][O:2][C:3](=[O:38])[NH:4][CH:5]([C:9]([N:11]1[CH:16]([C:17]2[NH:18][C:19]([C:22]3[CH:27]=[CH:26][C:25](B4OC(C)(C)C(C)(C)O4)=[CH:24][CH:23]=3)=[CH:20][N:21]=2)[CH:15]2[CH2:37][CH:12]1[CH2:13][CH2:14]2)=[O:10])[CH:6]([CH3:8])[CH3:7].[CH3:39][O:40][C:41](=[O:63])[NH:42][CH:43]([C:46]([N:48]1[CH2:52][CH2:51][CH2:50][CH:49]1[C:53]1[NH:57][C:56]2[CH:58]=[C:59](Br)[CH:60]=[CH:61][C:55]=2[N:54]=1)=[O:47])[CH2:44][CH3:45].[C:64](OC(N1CCCC1C1NC(C2C=CC(B3OC(C)(C)C(C)(C)O3)=CC=2)=CN=1)=O)(C)(C)C.C(OC(N1CCC(C2NC(C3C=CC(Br)=CC=3)=CN=2)C1)=O)(C)(C)C>>[CH3:39][O:40][C:41](=[O:63])[NH:42][CH:43]([C:46]([N:48]1[CH2:52][CH2:51][CH2:50][CH:49]1[C:53]1[NH:57][C:56]2[CH:58]=[C:59]([C:25]3[CH:24]=[CH:23][C:22]([C:19]4[NH:18][C:17]([CH:16]5[CH:15]6[CH2:37][CH:12]([CH2:13][CH2:14]6)[N:11]5[C:9](=[O:10])[CH:5]([NH:4][C:3]([O:2][CH3:1])=[O:38])[CH:6]([CH3:8])[CH3:7])=[N:21][CH:20]=4)=[CH:27][CH:26]=3)[CH:60]=[CH:61][C:55]=2[N:54]=1)=[O:47])[CH:44]([CH3:64])[CH3:45]. Reported procedure: Following the procedure used to prepare compound 2-(5-{4′-[2-(1-Boc-pyrrolidin-3-yl)-3H-imidazol-4-yl}-biphenyl-4-yl]-11′-imidazol-2-yl)-pyrrolidine-1-carboxylic acid tert-butyl ester, except that [2-methyl-1-(3-{5-[4-(4,4,5,5-tetramethyl-[1,3,2]dioxaborolan-2-yl)-phenyl]-1H-imidazol-2-yl}-2-aza-bicyclo[2.2.1]heptane-2-carbonyl)-propyl]-carbamic acid methyl ester and {1-[2-(6-bromo-1H-benzoimidazol-2-yl)-pyrrolidine-1-carbonyl]-propyl}-carbamic acid methyl ester were used instead of 2-{5-[4-(4,4... Starting materials: Cc1cn(-c2ccc(C(=O)Cl)cc2)cn1, CCN(C(C)C)C(C)C, ClCCl, c1ccc2c(c1)Cn1cccc1CN2. The product is Cc1cn(-c2ccc(C(=O)N3Cc4cccn4Cc4ccccc43)cc2)cn1. Reaction SMILES: [CH3:1][c:2]1[n:3][cH:4][n:5](-[c:7]2[cH:8][cH:9][c:10]([C:11](=[O:12])[Cl:13])[cH:14][cH:15]2)[cH:6]1.[CH:30]([N:31]([CH:32]([CH3:33])[CH3:34])[CH2:35][CH3:36])([CH3:37])[CH3:38].[Cl:39][CH2:40][Cl:41].[cH:16]1[cH:17][cH:18][n:19]2[c:20]1[CH2:21][NH:22][c:23]1[c:24]([cH:26][cH:27][cH:28][cH:29]1)[CH2:25]2>>[CH3:1][c:2]1[n:3][cH:4][n:5](-[c:7]2[cH:8][cH:9][c:10]([C:11](=[O:12])[N:22]3[CH2:21][c:20]4[cH:16][cH:17][cH:18][n:19]4[CH2:25][c:24]4[c:23]3[cH:29][cH:28][cH:27][cH:26]4)[cH:14][cH:15]2)[cH:6]1. Reactants: CC(=O)O, O, S=C(Cc1ccc2c(c1)CCS2)N1CCOCC1, O=S(=O)(O)O. Product: O=C(O)Cc1ccc2c(c1)CCS2. As a reaction SMILES: [CH3:19][C:20]([OH:21])=[O:22].[OH2:28].[S:1]1[c:2]2[c:3]([cH:6][c:7]([CH2:10][C:11]([N:12]3[CH2:13][CH2:14][O:15][CH2:16][CH2:17]3)=[S:18])[cH:8][cH:9]2)[CH2:4][CH2:5]1.[S:23](=[O:24])(=[O:25])([OH:26])[OH:27]>>[S:1]1[c:2]2[c:3]([cH:6][c:7]([CH2:19][C:20]([OH:21])=[O:22])[cH:8][cH:9]2)[CH2:4][CH2:5]1.